From a dataset of the Open Reaction Database (ORD), a public repository of structured organic reaction records. describe an organic reaction: reactants, conditions, products, and yield The reactants are O=C(COC12CC3CC(CC(C3)C1)C2)CC(=O)OCc1ccccc1, CN(C)C=O, O. The product is CN(C)C=C(C(=O)COC12CC3CC(CC(C3)C1)C2)C(=O)OCc1ccccc1. Reaction SMILES: [CH2:1]([c:2]1[cH:3][cH:4][cH:5][cH:6][cH:7]1)[O:8][C:9]([CH2:10][C:11]([CH2:12][O:13][C:14]12[CH2:15][CH:16]3[CH2:17][CH:18]([CH2:19][CH:20]([CH2:21]1)[CH2:22]3)[CH2:23]2)=[O:24])=[O:25].[O:26]=[CH:27][N:28]([CH3:29])[CH3:30].[OH2:31]>>[CH2:1]([c:2]1[cH:3][cH:4][cH:5][cH:6][cH:7]1)[O:8][C:9]([C:10]([C:11]([CH2:12][O:13][C:14]12[CH2:15][CH:16]3[CH2:17][CH:18]([CH2:19][CH:20]([CH2:21]1)[CH2:22]3)[CH2:23]2)=[O:24])=[CH:27][N:28]([CH3:29])[CH3:30])=[O:25]. Starting materials: COC(=O)C1CC(OS(C)(=O)=O)CN1C(=O)OC(C)(C)C, O=C([O-])c1ccccc1, CCCCCC, CS(C)=O, CCOC(C)=O, [Na+]. Yields the product COC(=O)C1CC(OC(=O)c2ccccc2)CN1C(=O)OC(C)(C)C. Reaction SMILES: [C:1]([CH3:2])([CH3:3])([CH3:4])[O:5][C:6](=[O:7])[N:8]1[CH:9]([C:18](=[O:19])[O:20][CH3:21])[CH2:10][CH:11]([O:13][S:14]([CH3:15])(=[O:16])=[O:17])[CH2:12]1.[C:22]([c:23]1[cH:24][cH:25][cH:26][cH:27][cH:28]1)(=[O:29])[O-:30].[CH3:32][CH2:33][CH2:34][CH2:35][CH2:36][CH3:37].[CH3:38][S:39](=[O:40])[CH3:41].[CH3:42][CH2:43][O:44][C:45](=[O:46])[CH3:47].[Na+:31]>>[C:1]([CH3:2])([CH3:3])([CH3:4])[O:5][C:6](=[O:7])[N:8]1[CH:9]([C:18](=[O:19])[O:20][CH3:21])[CH2:10][CH:11]([O:13][C:22]([c:23]2[cH:24][cH:25][cH:26][cH:27][cH:28]2)=[O:29])[CH2:12]1. Starting materials: CC(C)COC(=O)CBr, CCCCN, CC#N. Product: CCCCNCC(=O)OCC(C)C. Reaction SMILES: [Br:6][CH2:7][C:8](=[O:9])[O:10][CH2:11][CH:12]([CH3:13])[CH3:14].[CH2:1]([CH2:2][CH2:3][CH3:4])[NH2:5].[CH3:15][C:16]#[N:17]>>[CH2:1]([CH2:2][CH2:3][CH3:4])[NH:5][CH2:7][C:8](=[O:9])[O:10][CH2:11][CH:12]([CH3:13])[CH3:14]. Reactants: C1CCOC1, CNC, CC(C)=O, C[Si](C)(C)CCOCn1c(S(=O)(=O)Cl)nc(Cl)c1Cl. Yields the product CN(C)S(=O)(=O)c1nc(Cl)c(Cl)n1COCC[Si](C)(C)C. RXN SMILES: [CH2:27]1[O:28][CH2:29][CH2:30][CH2:31]1.[CH3:20][NH:21][CH3:22].[CH3:23][C:24](=[O:25])[CH3:26].[Cl:1][c:2]1[n:3][c:4]([S:16](=[O:17])(=[O:18])[Cl:19])[n:5]([CH2:8][O:9][CH2:10][CH2:11][Si:12]([CH3:13])([CH3:14])[CH3:15])[c:6]1[Cl:7]>>[Cl:1][c:2]1[n:3][c:4]([S:16](=[O:17])(=[O:18])[N:21]([CH3:20])[CH3:22])[n:5]([CH2:8][O:9][CH2:10][CH2:11][Si:12]([CH3:13])([CH3:14])[CH3:15])[c:6]1[Cl:7]. The reactants are N[C@@H](CC(=O)O)C(=O)O (aspartic acid), CN[C@H]1CC[C@H](C2=C1C=CC=C2)C=3C=CC(=C(C3)Cl)Cl (sertraline), CN[C@H]1CC[C@H](C2=C1C=CC=C2)C=3C=CC(=C(C3)Cl)Cl (Sertraline), N[C@@H](CC(=O)O)C(=O)O (L-aspartic acid), O (water). Solvent: C(C)(=O)OCC (ethyl acetate), C(C)(=O)OCC (ethyl acetate). Conditions: time 24 hour. Product: CN[C@H]1CC[C@H](C2=C1C=CC=C2)C=3C=CC(=C(C3)Cl)Cl.N[C@@H](CC(=O)[O-])C(=O)[O-] (Sertraline L-aspartate). As a reaction SMILES: [CH3:1][NH:2][C@@H:3]1[C:8]2[CH:9]=[CH:10][CH:11]=[CH:12][C:7]=2[C@H:6]([C:13]2[CH:14]=[CH:15][C:16]([Cl:20])=[C:17]([Cl:19])[CH:18]=2)[CH2:5][CH2:4]1.[NH2:21][C@H:22]([C:27]([OH:29])=[O:28])[CH2:23][C:24]([OH:26])=[O:25].O>C(OCC)(=O)C>[CH3:1][NH:2][C@@H:3]1[C:8]2[CH:9]=[CH:10][CH:11]=[CH:12][C:7]=2[C@H:6]([C:13]2[CH:14]=[CH:15][C:16]([Cl:20])=[C:17]([Cl:19])[CH:18]=2)[CH2:5][CH2:4]1.[NH2:21][C@H:22]([C:27]([O-:29])=[O:28])[CH2:23][C:24]([O-:26])=[O:25] |f:4.5|. Reported procedure: Sertraline free base (the compound of Preparation AA, 200.3 mg) was dissolved in ethyl acetate (800 μL, which had previous been saturated with water). L-aspartic acid (95.53 mg) was suspended in ethyl acetate (3 mL, which had previously been saturated with water). The aspartic acid suspension was added to the sertraline free base solution. The reaction mixture was stirred for 24 hours. The solids were filtered, washed with ethyl acetate saturated with water and then dried at 40° C. in a vacuum o... Procedure details: A solution of 2-chloromethyl-6-(4-ethoxy-3-trifluoromethyl-phenyl)-1H-imidazo[4,5,c]pyridine-4-carbonitrile (20 mg, 0.052 mmol), diisoproplylethylamine (28.4 uL,0.16 mmol) and 3-aminopyridine (9.8 mg, 0.1 mmol) dimethylsulfoxide (500 μL) was heated in the Creator microwave at 120° C. for 5 minutes. The mixture was filtered and purified by preparative HPLC to afford the title compound. 1H NMR (MeOH) δ 8.3-8.2 (m, 5H), 7.76-7.74 (m, 2H), 7.27 (d, 1H), 6.07 (s, 2H) 4.23 (q, 2H) 1.45 (t, 3H) MS m/z ... The product is C(C)OC1=C(C=C(C=C1)C1=CC2=C(C(=N1)C#N)N=C(N2)CNC=2C=NC=CC2)C(F)(F)F (6-(4-Ethoxy-3-trifluoromethyl-phenyl)-2-(pyridin-3-ylaminomethyl)-1H-imidazo[4,5-c]pyridine-4-carbonitrile). As a reaction SMILES: Cl[CH2:2][C:3]1[NH:4][C:5]2[CH:10]=[C:9]([C:11]3[CH:16]=[CH:15][C:14]([O:17][CH2:18][CH3:19])=[C:13]([C:20]([F:23])([F:22])[F:21])[CH:12]=3)[N:8]=[C:7]([C:24]#[N:25])[C:6]=2[N:26]=1.[NH2:27][C:28]1[CH:29]=[N:30][CH:31]=[CH:32][CH:33]=1>>[CH2:18]([O:17][C:14]1[CH:15]=[CH:16][C:11]([C:9]2[N:8]=[C:7]([C:24]#[N:25])[C:6]3[N:26]=[C:3]([CH2:2][NH:27][C:28]4[CH:29]=[N:30][CH:31]=[CH:32][CH:33]=4)[NH:4][C:5]=3[CH:10]=2)=[CH:12][C:13]=1[C:20]([F:23])([F:22])[F:21])[CH3:19]. The reactants are ClCC=1NC2=C(C(=NC(=C2)C2=CC(=C(C=C2)OCC)C(F)(F)F)C#N)N1 (2-chloromethyl-6-(4-ethoxy-3-trifluoromethyl-phenyl)-1H-imidazo[4,5,c]pyridine-4-carbonitrile), NC=1C=NC=CC1 (3-aminopyridine). Starting materials: CS(=O)(=O)Cl, Cc1cc(Cl)c(OCCOc2ccc(CC(CCO)C(=O)N(Cc3cccc(Cl)c3Cl)C3CC3)cc2)c(Cl)c1, CCN(C(C)C)C(C)C, ClCCl, [N-]=[N+]=[N-], [Na+], O. Product: Cc1cc(Cl)c(OCCOc2ccc(CC(CCN=[N+]=[N-])C(=O)N(Cc3cccc(Cl)c3Cl)C3CC3)cc2)c(Cl)c1. As a reaction SMILES: [CH3:49][S:50](=[O:51])(=[O:52])[Cl:53].[CH:1]1([N:4]([C:5]([CH:6]([CH2:7][CH2:8][OH:9])[CH2:10][c:11]2[cH:12][cH:13][c:14]([O:17][CH2:18][CH2:19][O:20][c:21]3[c:22]([Cl:29])[cH:23][c:24]([CH3:28])[cH:25][c:26]3[Cl:27])[cH:15][cH:16]2)=[O:30])[CH2:31][c:32]2[c:33]([Cl:39])[c:34]([Cl:38])[cH:35][cH:36][cH:37]2)[CH2:2][CH2:3]1.[CH:40]([N:41]([CH2:42][CH3:43])[CH:44]([CH3:45])[CH3:46])([CH3:47])[CH3:48].[Cl:58][CH2:59][Cl:60].[N-:55]=[N+:56]=[N-:57].[Na+:54].[OH2:61]>>[CH:1]1([N:4]([C:5]([CH:6]([CH2:7][CH2:8][N:55]=[N+:56]=[N-:57])[CH2:10][c:11]2[cH:12][cH:13][c:14]([O:17][CH2:18][CH2:19][O:20][c:21]3[c:22]([Cl:29])[cH:23][c:24]([CH3:28])[cH:25][c:26]3[Cl:27])[cH:15][cH:16]2)=[O:30])[CH2:31][c:32]2[c:33]([Cl:39])[c:34]([Cl:38])[cH:35][cH:36][cH:37]2)[CH2:2][CH2:3]1.